Dataset: the Open Reaction Database (ORD), a public repository of structured organic reaction records. Task: describe an organic reaction: reactants, conditions, products, and yield Reactants: CC(=O)N[C@@H]1[C@H]([C@H]([C@H](O[C@@H]1OP(=O)(O)OP(=O)(O)OC[C@@H]2[C@H]([C@H]([C@@H](O2)N3C=CC(=O)NC3=O)O)O)CO)O)O (UDP-GalNAc), [ 3H ], C(C(CO)(CO)N)O.Cl (Tris-HCl), hexasaccharide, MnCl2, (NH4)2SO4, C(O)O (Methylene glycol), CC(=O)N[C@@H]1[C@H]([C@H]([C@H](O[C@H]1O)OS(=O)(=O)O)O)O[C@H]2[C@@H]([C@H]([C@@H]([C@H](O2)C(=O)O)O)O)O (chondroitin sulfate C), Peptide, Chondroitin, [Na+].[Cl-] (NaCl), C1=CN(C(=O)NC1=O)C2C(C(C(O2)COP(=O)(O)OP(=O)(O)OC3C(C(C(C(O3)C(=O)O)O)O)O)O)O (UDP-GlcUA), UDP-[3H]GalNAc. Solvent: C(C)O (ethanol), O (water). Run at time 30 minute. Yields the product OC1[C@@H]([C@@H](O)[C@@H](O)[C@H](O1)CO)NC(=O)C (GalNAc). RXN SMILES: [CH3:1][C:2]([NH:4][C@H:5]1[C@@H:10]([O:11]P(OP(OC[C@H]2O[C@@H](N3C(=O)NC(=O)C=C3)[C@H](O)[C@@H]2O)(O)=O)(O)=O)[O:9][C@H:8]([CH2:36][OH:37])[C@H:7]([OH:38])[C@@H:6]1[OH:39])=[O:3].C1C(=O)NC(=O)N(C2OC(COP(OP(OC3OC(C(O)=O)C(O)C(O)C3O)(O)=O)(O)=O)C(O)C2O)C=1.C(O)C(N)(CO)CO.Cl.C(O)O.[Na+].[Cl-].CC(N[C@H]1[C@H](O)O[C@H](OS(O)(=O)=O)[C@H](O)[C@@H]1O[C@@H]1O[C@H](C(O)=O)[C@@H](O)[C@H](O)[C@H]1O)=O>O.C(O)C>[OH:11][CH:10]1[O:9][C@H:8]([CH2:36][OH:37])[C@H:7]([OH:38])[C@H:6]([OH:39])[C@H:5]1[NH:4][C:2]([CH3:1])=[O:3] |f:2.3,5.6|. Procedure: The enzyme of the present invention (2 μg), hexasaccharide of shark cartilage chondroitin sulfate C, purified by degrading with testicular hyaluronidase, as the acceptor (70 pmol) and UDP-GalNAc (3 nmol), UDP-GlcUA (3 nmol) and UDP-[3H]GalNAc (0.1 nmol, 0.1 μCi) as the donors were added to 50 mM Tris-HCl (pH 7.2) containing 20 mM MnCl2, 0.1 M (NH4)2SO4 and 1 Methylene glycol, and the total volume was adjusted to 50 μl, and then the reaction was carried out at 30° C. for 30 minutes and the enzyme... Starting materials: Cl.C(C)(=O)OCC (Hydrochloric acid ethyl acetate), CN(CCNC(OCCC1N(CCCC1)C(CCCCCCCCCCCCCCCCCCCCC)=O)=O)C (2-(1-docosanoyl-2-piperidyl)ethyl N-[2-(dimethylamino)ethyl]carbamate). The solvent is C(C)(=O)OCC (ethyl acetate). Conditions: time 0.5 hour. Yields the product Cl.CN(CCNC(OCCC1N(CCCC1)C(CCCCCCCCCCCCCCCCCCCCC)=O)=O)C (2-(1-Docosanoyl-2-piperidyl)ethyl N-[2-(dimethylamino)ethyl]carbamate hydrochloride). RXN SMILES: [ClH:1].C(OCC)(=O)C.[CH3:8][N:9]([CH3:47])[CH2:10][CH2:11][NH:12][C:13](=[O:46])[O:14][CH2:15][CH2:16][CH:17]1[CH2:22][CH2:21][CH2:20][CH2:19][N:18]1[C:23](=[O:45])[CH2:24][CH2:25][CH2:26][CH2:27][CH2:28][CH2:29][CH2:30][CH2:31][CH2:32][CH2:33][CH2:34][CH2:35][CH2:36][CH2:37][CH2:38][CH2:39][CH2:40][CH2:41][CH2:42][CH2:43][CH3:44]>C(OCC)(=O)C>[ClH:1].[CH3:47][N:9]([CH3:8])[CH2:10][CH2:11][NH:12][C:13](=[O:46])[O:14][CH2:15][CH2:16][CH:17]1[CH2:22][CH2:21][CH2:20][CH2:19][N:18]1[C:23](=[O:45])[CH2:24][CH2:25][CH2:26][CH2:27][CH2:28][CH2:29][CH2:30][CH2:31][CH2:32][CH2:33][CH2:34][CH2:35][CH2:36][CH2:37][CH2:38][CH2:39][CH2:40][CH2:41][CH2:42][CH2:43][CH3:44] |f:0.1,4.5|. Procedure details: 4N Hydrochloric acid/ethyl acetate solution (1.34 ml) was added to a solution of 2-(1-docosanoyl-2-piperidyl)ethyl N-[2-(dimethylamino)ethyl]carbamate (2.500 g) in ethyl acetate (25 ml) and the mixture was stirred for 0.5 hour. After the reaction mixture was concentrated, the residue was recrystallized with a mixed solution of ethyl acetate-ethanol, thereby yielding the entitled compound (2.287 g) as white solid. Starting materials: ClC1=NC=NC2=CC(=C(C=C12)OC)OCCN1C=NC=C1 (4-chloro-7-(2-(imidazol-1-yl)ethoxy)-6-methoxyquinazoline), FC1=CC=C2CC(NC2=C1)=O (6-fluorooxindole), [H-].[Na+] (sodium hydride). Solvent: CN(C)C=O (DMF), CN(C)C=O (DMF). Conditions: time 30 minute. Yields the product Cl.FC1=CC=C2C(C(NC2=C1)=O)C1=NC=NC2=CC(=C(C=C12)OC)OCCN1C=NC=C1 (4-(6-fluorooxindol-3-yl)-7-(2-(imidazol-1-yl)ethoxy)-6-methoxyquinazoline hydrochloride). The yield is 42.7%. Reaction SMILES: [F:1][C:2]1[CH:10]=[C:9]2[C:5]([CH2:6][C:7](=[O:11])[NH:8]2)=[CH:4][CH:3]=1.[H-].[Na+].[Cl:14][C:15]1[C:24]2[C:19](=[CH:20][C:21]([O:27][CH2:28][CH2:29][N:30]3[CH:34]=[CH:33][N:32]=[CH:31]3)=[C:22]([O:25][CH3:26])[CH:23]=2)[N:18]=[CH:17][N:16]=1>CN(C=O)C>[ClH:14].[F:1][C:2]1[CH:10]=[C:9]2[C:5]([CH:6]([C:15]3[C:24]4[C:19](=[CH:20][C:21]([O:27][CH2:28][CH2:29][N:30]5[CH:34]=[CH:33][N:32]=[CH:31]5)=[C:22]([O:25][CH3:26])[CH:23]=4)[N:18]=[CH:17][N:16]=3)[C:7](=[O:11])[NH:8]2)=[CH:4][CH:3]=1 |f:1.2,5.6|. Reported procedure: A solution of 6-fluorooxindole (407 mg, 2.7 mmol), (Synthesis 1993, 51), in DMF (6 ml) was added dropwise to sodium hydride (108 mg, 2.7 mmol, prewashed with hexane) in DMF (6 ml). The mixture was stirred for 30 minutes at ambient temperature and 4-chloro-7-(2-(imidazol-1-yl)ethoxy)-6-methoxyquinazoline (274 mg, 0.9 mmol), (prepared as described for the starting material in Example 22), was added as a solid. The mixture was heated at 65° C. for 30 minutes, allowed to cool and was partitioned bet... Reactants: CN(C)C=O, O=C(Oc1ccccc1)N1CCC(Cl)CC1, [H-], [Na+], Sc1ccncc1. The product is O=C(Oc1ccccc1)N1CCC(Sc2ccncc2)CC1. RXN SMILES: [CH3:26][N:27]([CH3:28])[CH:29]=[O:30].[Cl:3][CH:4]1[CH2:5][CH2:6][N:7]([C:10](=[O:11])[O:12][c:13]2[cH:14][cH:15][cH:16][cH:17][cH:18]2)[CH2:8][CH2:9]1.[H-:1].[Na+:2].[SH:19][c:20]1[cH:21][cH:22][n:23][cH:24][cH:25]1>>[CH:4]1([S:19][c:20]2[cH:21][cH:22][n:23][cH:24][cH:25]2)[CH2:5][CH2:6][N:7]([C:10](=[O:11])[O:12][c:13]2[cH:14][cH:15][cH:16][cH:17][cH:18]2)[CH2:8][CH2:9]1. Starting materials: CN1CCC(CC1)=O (1-methyl-4-piperidone), C(C)(CC)[Li] (sec.-butyllithium), C1CCCCC1 (cyclohexane), BrC=1C=C(C=CC1)OC (m-bromoanisole). The solvent is O1CCCC1 (tetrahydrofuran), O1CCCC1 (tetrahydrofuran). Reaction conditions: temperature -50 celsius, time 1 hour. Product: COC=1C=C(C=CC1)C1(CCN(CC1)C)O (4-(3-METHOXYPHENYL)-1-METHYL-4-PIPERIDINOL). Isolated yield 98.0%. Reaction SMILES: Br[C:2]1[CH:3]=[C:4]([O:8][CH3:9])[CH:5]=[CH:6][CH:7]=1.C([Li])(CC)C.C1CCCCC1.[CH3:21][N:22]1[CH2:27][CH2:26][C:25](=[O:28])[CH2:24][CH2:23]1>O1CCCC1>[CH3:9][O:8][C:4]1[CH:3]=[C:2]([C:25]2([OH:28])[CH2:26][CH2:27][N:22]([CH3:21])[CH2:23][CH2:24]2)[CH:7]=[CH:6][CH:5]=1. Procedure: A suitable dry reaction vessel having a mechanical stirrer, low temperature thermometer and addition funnel was charged with 250 g (1.34 mol) of m-bromoanisole (Aldrich Chemical Company, Milwaukee, Wis.) in 675 ml of dry tetrahydrofuran and the solution was cooled under nitrogen to -50° C. to -55° C. in a dry ice/acetone bath. A solution of 1357 ml. of sec.-butyllithium in cyclohexane (1.71 mol) was added dropwise to the reaction mixture at such a rate so that the temperature did not rise above ... Starting materials: S(=O)(=O)(O)O.NOCCN(C[C@@H]1[C@H]([C@H]([C@@H](O1)N1C(=NC=2C(N)=NC=NC12)C)O)O)C (5′-[(2-Aminooxyethyl)methylamino]-5′-deoxy-8-methyladenosine sulfate), C(C)OC(C)=NOCCCCN(C[C@@H]1[C@H]([C@H]([C@@H](O1)N1C(N=C2C(=N)N=CN=C12)=O)O)O)C (5′-Deoxy-5′-[[4-[[(1-ethoxyethylidene)amino]oxy]butyl]methylamino]-8-oxoadenosine), OS(=O)(=O)O (H2SO4). Product: S(=O)(=O)(O)O.NOCCCCN(C[C@@H]1[C@H]([C@H]([C@@H](O1)N1C(N=C2C(=N)N=CN=C12)=O)O)O)C (5′-[(4-Aminooxybutyl)methylamino]-5′-deoxy-8-oxoadenosine sulfate). As a reaction SMILES: [S:1]([OH:5])([OH:4])(=[O:3])=[O:2].NOCCN(C)C[C@H]1O[C@@H](N2C3N=CN=C(N)C=3N=C2C)[C@H](O)[C@@H]1O.C(OC(=[N:36][O:37][CH2:38][CH2:39][CH2:40][CH2:41][N:42]([CH3:62])[CH2:43][C@H:44]1[O:48][C@@H:47]([N:49]2[C:58]3[C:52]([C:53]([N:55]=[CH:56][N:57]=3)=[NH:54])=[N:51][C:50]2=[O:59])[C@H:46]([OH:60])[C@@H:45]1[OH:61])C)C.OS(O)(=O)=O>>[S:1]([OH:5])([OH:4])(=[O:3])=[O:2].[NH2:36][O:37][CH2:38][CH2:39][CH2:40][CH2:41][N:42]([CH3:62])[CH2:43][C@H:44]1[O:48][C@@H:47]([N:49]2[C:58]3[C:52]([C:53]([N:55]=[CH:56][N:57]=3)=[NH:54])=[N:51][C:50]2=[O:59])[C@H:46]([OH:60])[C@@H:45]1[OH:61] |f:0.1,4.5|. Procedure: The procedure was the same as reported above for 7a using 8c (190 mg, 0.41 mmol) and 2N H2SO4 (3 mL). The compound was purified by column chromatography (elution with 4:1:0.5 chloroform:methanol:NH4OH): yield 208 mg (82%), MS: m/z 384 (M+H)+; 1HNMR (DMSO-d6) δ 10.45 (bs, 1H, 8-OH), 8.05 (s, 1H, H-2), 6.58 (bs, 2H, 6-NH2), 5.77 (d, 1H, H-1′, J1′,2′=5.0 Hz), 5.37-5.71 (bm, 2H, O—NH2), 4.83 (t, 1H, H-2′, J2′,3′=4.2 Hz), 4.18-4.29 (m, 2H, H-3′, H-4′), 3.88 (t, 2H, NH2O—CH2), 3.34-3.54 (m, 2H, 5′-CH2... Starting materials: Cc1ccc(CC(=O)O)cc1, Cc1ccccc1N. Reagents/catalysts: C1CCC(CC1)N=C=NC2CCCCC2 (DCC), CCOC(=O)C(=NO)C#N (Oxyma). Run in CN(C)C=O (DMF), CN(C)C=O (DMF), CN(C)C=O (DMF), CN(C)C=O (DMF), CN(C)C=O (DMF), CN(C)C=O (DMF). Run at temperature 25 celsius, time 2 hour. Yields the product Cc1ccc(CC(=O)Nc2ccccc2C)cc1. The yield is 62.9%. As a reaction SMILES: Cc1ccccc1N.Cc1ccc(CC(=O)O)cc1.C1CCC(CC1)N=C=NC2CCCCC2.CCOC(=O)C(=NO)C#N.CN(C)C=O>>Cc1ccc(CC(=O)Nc2ccccc2C)cc1.